Dataset: the Open Reaction Database (ORD), a public repository of structured organic reaction records. Task: describe an organic reaction: reactants, conditions, products, and yield The reactants are COC(=O)c1ccnc(NC(=O)COc2ccc(C34CC5CC(CC(C5)C3)C4)cc2)c1, [I-], [Li+], c1ccncc1. Yields the product O=C(COc1ccc(C23CC4CC(CC(C4)C2)C3)cc1)Nc1cc(C(=O)O)ccn1. RXN SMILES: [CH3:1][O:2][C:3]([c:4]1[cH:5][c:6]([NH:10][C:11]([CH2:12][O:13][c:14]2[cH:15][cH:16][c:17]([C:20]34[CH2:21][CH:22]5[CH2:23][CH:24]([CH2:25][CH:26]([CH2:27]3)[CH2:28]5)[CH2:29]4)[cH:18][cH:19]2)=[O:30])[n:7][cH:8][cH:9]1)=[O:31].[I-:32].[Li+:33].[cH:34]1[cH:35][cH:36][n:37][cH:38][cH:39]1>>[O:2]=[C:3]([c:4]1[cH:5][c:6]([NH:10][C:11]([CH2:12][O:13][c:14]2[cH:15][cH:16][c:17]([C:20]34[CH2:21][CH:22]5[CH2:23][CH:24]([CH2:25][CH:26]([CH2:27]3)[CH2:28]5)[CH2:29]4)[cH:18][cH:19]2)=[O:30])[n:7][cH:8][cH:9]1)[OH:31].